This data is from the Open Reaction Database (ORD), a public repository of structured organic reaction records. The task is: describe an organic reaction: reactants, conditions, products, and yield The reactants are COC=1C=C(C=C(C1C)OC)C1=NC=C(C=C1)N(CCN(C)C=1C=CC(=NC1)C1=CC(=C(C(=C1)OC)C)OC)C (N,N′-bis[2-(3,5-dimethoxy-4-methylphenyl)-5-pyridyl]-N,N′-dimethylethylenediamine), CS(=O)(=O)O (methanesulfonic acid). The solvent is CO (methanol). The product is CS(=O)(=O)O.CS(=O)(=O)O.COC=1C=C(C=C(C1C)OC)C1=NC=C(C=C1)N(CCN(C)C=1C=CC(=NC1)C1=CC(=C(C(=C1)OC)C)OC)C (N,N′-Bis[2-(3,5-dimethoxy-4-methylphenyl)-5-pyridyl]-N,N′-dimethylethylenediamine dimethanesulfonate). Yield: 42.8%. RXN SMILES: [CH3:1][O:2][C:3]1[CH:4]=[C:5]([C:12]2[CH:17]=[CH:16][C:15]([N:18]([CH3:40])[CH2:19][CH2:20][N:21]([C:23]3[CH:24]=[CH:25][C:26]([C:29]4[CH:34]=[C:33]([O:35][CH3:36])[C:32]([CH3:37])=[C:31]([O:38][CH3:39])[CH:30]=4)=[N:27][CH:28]=3)[CH3:22])=[CH:14][N:13]=2)[CH:6]=[C:7]([O:10][CH3:11])[C:8]=1[CH3:9].[CH3:41][S:42]([OH:45])(=[O:44])=[O:43]>CO>[CH3:41][S:42]([OH:45])(=[O:44])=[O:43].[CH3:41][S:42]([OH:45])(=[O:44])=[O:43].[CH3:36][O:35][C:33]1[CH:34]=[C:29]([C:26]2[CH:25]=[CH:24][C:23]([N:21]([CH3:22])[CH2:20][CH2:19][N:18]([C:15]3[CH:16]=[CH:17][C:12]([C:5]4[CH:4]=[C:3]([O:2][CH3:1])[C:8]([CH3:9])=[C:7]([O:10][CH3:11])[CH:6]=4)=[N:13][CH:14]=3)[CH3:40])=[CH:28][N:27]=2)[CH:30]=[C:31]([O:38][CH3:39])[C:32]=1[CH3:37] |f:3.4.5|. Reported procedure: To a solution of N,N′-bis[2-(3,5-dimethoxy-4-methylphenyl)-5-pyridyl]-N,N′-dimethylethylenediamine (37.0 mg, 0.070 mmol) in methanol (2.0 mL) was added a 1.0 M aqueous methanesulfonic acid (0.15 mL, 0.15 mmol), and the reaction mixture was concentrated under reduced pressure. Ethanol (5.0 mL) was added to the residue, and the mixture was concentrated under reduced pressure. The residue was recrystallized from methanol-chloroform to yield the title compound as a yellow crystalline powder (melting... Reactants: C(C)(C)(C)OC(CN(C1CC2=CC=CC=C2C1)C([C@@H](N[C@@H](CCCCC1CCNCC1)C(=O)OCC)C)=O)=O (N-[N-[(S)-5-(4-piperidyl)-1-ethoxycarbonylpentyl]-L-alanyl]-N-(indan-2-yl)glycine tert-butyl ester), Br.C(C)(=O)O (hydrogen bromide acetic acid), C(C)OCC (ethyl ether). Run in C(C)(=O)O (acetic acid). Reaction conditions: time 30 minute. Yields the product Br.Br.C(C)OC(=O)[C@H](CCCCC1CCNCC1)N[C@@H](C)C(=O)N(CC(=O)O)C1CC2=CC=CC=C2C1 (N-[N-[(S)-1-ethoxycarbonyl-5-(4-piperidyl)pentyl]-L-alanyl]-N-(indan-2-yl)glycine.dihydrobromide). As a reaction SMILES: C([O:5][C:6](=[O:39])[CH2:7][N:8]([C:18](=[O:38])[C@H:19]([CH3:37])[NH:20][C@H:21]([C:32]([O:34][CH2:35][CH3:36])=[O:33])[CH2:22][CH2:23][CH2:24][CH2:25][CH:26]1[CH2:31][CH2:30][NH:29][CH2:28][CH2:27]1)[CH:9]1[CH2:17][C:16]2[C:11](=[CH:12][CH:13]=[CH:14][CH:15]=2)[CH2:10]1)(C)(C)C.[BrH:40].C(O)(=O)C.C(OCC)C>C(O)(=O)C>[BrH:40].[BrH:40].[CH2:35]([O:34][C:32]([C@@H:21]([NH:20][C@H:19]([C:18]([N:8]([CH:9]1[CH2:17][C:16]2[C:11](=[CH:12][CH:13]=[CH:14][CH:15]=2)[CH2:10]1)[CH2:7][C:6]([OH:39])=[O:5])=[O:38])[CH3:37])[CH2:22][CH2:23][CH2:24][CH2:25][CH:26]1[CH2:27][CH2:28][NH:29][CH2:30][CH2:31]1)=[O:33])[CH3:36] |f:1.2,5.6.7|. Procedure: In 2 ml of acetic acid is dissolved 0.3 g of N-[N-[(S)-5-(4-piperidyl)-1-ethoxycarbonylpentyl]-L-alanyl]-N-(indan-2-yl)glycine tert-butyl ester, and 1 ml of hydrogen bromide-acetic acid solution is added to the solution, followed by standing at room temperature for 30 minutes. 50 ml of ethyl ether is added to the reaction solution, followed by shaking, and the supernatant layer is removed by decantation. The precipitate is collected and dried under reduced pressure to give 0.3 g of N-[N-[(S)-1-e... The reactants are CCCCOCCOc1ccc(-c2cnc3c(c2)C=C(C(=O)O)CCN3CC(C)C)cc1, CN(Cc1ccc(N)cc1)C1CCOCC1, O=C(Cl)C(=O)Cl, ClCCl, CN(C)C=O, O, c1ccncc1. The product is CCCCOCCOc1ccc(-c2cnc3c(c2)C=C(C(=O)Nc2ccc(CN(C)C4CCOCC4)cc2)CCN3CC(C)C)cc1. As a reaction SMILES: [CH2:1]([CH2:2][CH2:3][CH3:4])[O:5][CH2:6][CH2:7][O:8][c:9]1[cH:10][cH:11][c:12](-[c:15]2[cH:16][c:17]3[c:18]([n:31][cH:32]2)[N:19]([CH2:27][CH:28]([CH3:29])[CH3:30])[CH2:20][CH2:21][C:22]([C:24](=[O:25])[OH:26])=[CH:23]3)[cH:13][cH:14]1.[CH3:44][N:45]([CH:46]1[CH2:47][CH2:48][O:49][CH2:50][CH2:51]1)[CH2:52][c:53]1[cH:54][cH:55][c:56]([NH2:57])[cH:58][cH:59]1.[Cl:38][C:39]([C:40]([Cl:41])=[O:42])=[O:43].[Cl:60][CH2:61][Cl:62].[O:33]=[CH:34][N:35]([CH3:36])[CH3:37].[OH2:69].[cH:63]1[cH:64][cH:65][n:66][cH:67][cH:68]1>>[CH2:1]([CH2:2][CH2:3][CH3:4])[O:5][CH2:6][CH2:7][O:8][c:9]1[cH:10][cH:11][c:12](-[c:15]2[cH:16][c:17]3[c:18]([n:31][cH:32]2)[N:19]([CH2:27][CH:28]([CH3:29])[CH3:30])[CH2:20][CH2:21][C:22]([C:24](=[O:25])[NH:57][c:56]2[cH:55][cH:54][c:53]([CH2:52][N:45]([CH3:44])[CH:46]4[CH2:47][CH2:48][O:49][CH2:50][CH2:51]4)[cH:59][cH:58]2)=[CH:23]3)[cH:13][cH:14]1. Starting materials: O(C1=CC=CC=C1)CC(=O)NC1C(N(C1SC(=O)OCC(Cl)(Cl)Cl)C(C(=O)OCC1=CC=CC=C1)Cl)=O (benzyl 2-[3-phenoxyacetamido-4-(2,2,2-trichloroethoxycarbonylthio)-2-oxo-1-azetidinyl]-2-chloroacetate), [N-]=[N+]=[N-].[Na+] (sodium azide), ice water. The solvent is CN(C=O)C (N,N-dimethylformamide). Reaction conditions: temperature 0 celsius, time 50 minute. Product: O(C1=CC=CC=C1)CC(=O)NC1C(N(C1SC(=O)OCC(Cl)(Cl)Cl)C(C(=O)OCC1=CC=CC=C1)N=[N+]=[N-])=O (benzyl 2-[3-phenoxyacetamido-4-(2,2,2-trichloroethoxycarbonylthio)-2-oxo-1-azetidinyl]-2-azidoacetate). The yield is 47.0%. Reaction SMILES: [O:1]([CH2:8][C:9]([NH:11][CH:12]1[CH:15]([S:16][C:17]([O:19][CH2:20][C:21]([Cl:24])([Cl:23])[Cl:22])=[O:18])[N:14]([CH:25](Cl)[C:26]([O:28][CH2:29][C:30]2[CH:35]=[CH:34][CH:33]=[CH:32][CH:31]=2)=[O:27])[C:13]1=[O:37])=[O:10])[C:2]1[CH:7]=[CH:6][CH:5]=[CH:4][CH:3]=1.[N-:38]=[N+:39]=[N-:40].[Na+]>CN(C)C=O>[O:1]([CH2:8][C:9]([NH:11][CH:12]1[CH:15]([S:16][C:17]([O:19][CH2:20][C:21]([Cl:24])([Cl:23])[Cl:22])=[O:18])[N:14]([CH:25]([N:38]=[N+:39]=[N-:40])[C:26]([O:28][CH2:29][C:30]2[CH:35]=[CH:34][CH:33]=[CH:32][CH:31]=2)=[O:27])[C:13]1=[O:37])=[O:10])[C:2]1[CH:7]=[CH:6][CH:5]=[CH:4][CH:3]=1 |f:1.2|. Procedure details: To a solution of benzyl 2-[3-phenoxyacetamido-4-(2,2,2-trichloroethoxycarbonylthio)-2-oxo-1-azetidinyl]-2-chloroacetate (3.60 g.) in N,N-dimethylformamide (6 ml.) was added sodium azide (384 mg.) at 0° C., and the mixture was stirred at 0° C. for 50 minutes. The reaction mixture was poured into ice-water and extracted with ethyl acetate. The extract was washed twice with water and an aqueous solution of sodium chloride, dried over magnesium sulfate, and then evaporated to leave an oil (3.60 g.),...